Dataset: the Open Reaction Database (ORD), a public repository of structured organic reaction records. Task: describe an organic reaction: reactants, conditions, products, and yield Starting materials: anhydride, C1(CCCCC1)N (cyclohexylamine), C[C@H]1C[C@H](C[C@@H]([C@H](/C(=C\C=C\C[C@H](OC(=O)C[C@@H]([C@H](C1)C)O)[C@@H]2CCC[C@H]2C(=O)O)/C#N)O)C)C (borrelidin), C[C@H]1C[C@H](C[C@@H]([C@H](/C(=C\C=C\C[C@H](OC(=O)C[C@@H]([C@H](C1)C)O)[C@@H]2CCC[C@H]2C(=O)O)/C#N)O)C)C (borrelidin), Example 3. Solvent: C(Cl)(Cl)Cl.C(C)(=O)OCC (chloroform ethyl acetate). Reaction conditions: time 3 hour. Product: C[C@H]1C[C@H](C[C@@H]([C@H](/C(=C\C=C\C[C@H](OC(=O)C[C@@H]([C@H](C1)C)O)[C@@H]2CCC[C@H]2C(=O)O)/C#N)O)C)C.C1(CCCCC1)[NH-] (Borrelidin cyclohexylamide). As a reaction SMILES: [CH3:1][C@@H:2]1[CH2:20][C@H:19]([CH3:21])[C@@H:18]([OH:22])[CH2:17][C:15](=[O:16])[O:14][C@H:13]([C@H:23]2[C@H:27]([C:28]([OH:30])=[O:29])[CH2:26][CH2:25][CH2:24]2)[CH2:12][CH:11]=[CH:10][CH:9]=[C:8]([C:31]#[N:32])[C@H:7]([OH:33])[C@@H:6]([CH3:34])[CH2:5][C@H:4]([CH3:35])[CH2:3]1.[CH:36]1([NH2:42])[CH2:41][CH2:40][CH2:39][CH2:38][CH2:37]1>C(Cl)(Cl)Cl.C(OCC)(=O)C>[CH3:1][C@@H:2]1[CH2:20][C@H:19]([CH3:21])[C@@H:18]([OH:22])[CH2:17][C:15](=[O:16])[O:14][C@H:13]([C@H:23]2[C@H:27]([C:28]([OH:30])=[O:29])[CH2:26][CH2:25][CH2:24]2)[CH2:12][CH:11]=[CH:10][CH:9]=[C:8]([C:31]#[N:32])[C@H:7]([OH:33])[C@@H:6]([CH3:34])[CH2:5][C@H:4]([CH3:35])[CH2:3]1.[CH:36]1([NH-:42])[CH2:41][CH2:40][CH2:39][CH2:38][CH2:37]1 |f:2.3,4.5|. Reported procedure: To a mixed anhydride solution prepared from 200 mg (0.41 mmol) of borrelidin according to Example 3 234 μl (2 mmol, 203 mg) of cyclohexylamine were added. After stirring for 3 hours, the starting borrelidin (Rf=0.52) disappeared and the product (Rf=0.68) appeared, which was proved by thin-layer chromatography (silica gel plate, eluent system: chloroform/ethyl acetate 3:7). The reaction mixture was evaporated to dryness. The dry residue was dissolved in 100 ml of chloroform, washed with 3×30 ml o... The reactants are C1CCC2=NCCCN2CC1, Cc1ccc(CO)nc1, COCCOC, CS(=O)c1nc(N)nc(-n2cccn2)c1C#N. Product: Cc1ccc(COc2nc(N)nc(-n3cccn3)c2C#N)nc1. RXN SMILES: [CH2:27]1[CH2:28][CH2:29][C:30]2=[N:35][CH2:34][CH2:33][CH2:32][N:31]2[CH2:36][CH2:37]1.[CH3:18][c:19]1[cH:20][cH:21][c:22]([CH2:25][OH:26])[n:23][cH:24]1.[CH3:38][O:39][CH2:40][CH2:41][O:42][CH3:43].[NH2:1][c:2]1[n:3][c:4](-[n:13]2[n:14][cH:15][cH:16][cH:17]2)[c:5]([C:11]#[N:12])[c:6]([S:8]([CH3:9])=[O:10])[n:7]1>>[NH2:1][c:2]1[n:3][c:4](-[n:13]2[n:14][cH:15][cH:16][cH:17]2)[c:5]([C:11]#[N:12])[c:6]([O:26][CH2:25][c:22]2[cH:21][cH:20][c:19]([CH3:18])[cH:24][n:23]2)[n:7]1. Starting materials: ClCCCl, O=C(O)COCc1ccccc1, CN(C)c1ccncc1, NC(=O)c1cc2c(nc1N)[nH]c1ccccc12, c1ccncc1. The product is NC(=O)c1cc2c3ccccc3n(C(=O)COCc3ccccc3)c2nc1N. Reaction SMILES: [CH2:18]([Cl:19])[CH2:20][Cl:21].[CH2:22]([c:23]1[cH:24][cH:25][cH:26][cH:27][cH:28]1)[O:29][CH2:30][C:31](=[O:32])[OH:33].[CH3:40][N:41]([c:42]1[cH:43][cH:44][n:45][cH:46][cH:47]1)[CH3:48].[NH2:1][c:2]1[c:3]([C:15](=[O:16])[NH2:17])[cH:4][c:5]2[c:6]([nH:7][c:8]3[cH:9][cH:10][cH:11][cH:12][c:13]23)[n:14]1.[cH:34]1[cH:35][cH:36][n:37][cH:38][cH:39]1>>[NH2:1][c:2]1[c:3]([C:15](=[O:16])[NH2:17])[cH:4][c:5]2[c:6]([n:7]([C:31]([CH2:30][O:29][CH2:22][c:23]3[cH:24][cH:25][cH:26][cH:27][cH:28]3)=[O:32])[c:8]3[cH:9][cH:10][cH:11][cH:12][c:13]23)[n:14]1. The reactants are COC=1C(=NC=CC1)[N+](=O)[O-] (3-methoxy-2-nitropyridine), O.O.O.O.O.O.O.O.O.[Na+].[Na+].[SH-] (sodium sulfide enneahydrate), C(C)O (ethanol). Solvent: O (water), C1(=CC=CC=C1)C (toluene), O (water). Reaction conditions: temperature 70 celsius, time 2.5 hour. The product is NC1=NC=CC=C1OC (2-amino-3-methoxypyridine). The yield is 70.4%. Reaction SMILES: [CH3:1][O:2][C:3]1[C:4]([N+:9]([O-])=O)=[N:5][CH:6]=[CH:7][CH:8]=1.O.O.O.O.O.O.O.O.O.[Na+].[Na+].[SH-].C(O)C>O.C1(C)C=CC=CC=1>[NH2:9][C:4]1[C:3]([O:2][CH3:1])=[CH:8][CH:7]=[CH:6][N:5]=1 |f:1.2.3.4.5.6.7.8.9.10.11.12|. Procedure details: Then, a reaction flask was loaded with this 3-methoxy-2-nitropyridine (9.0 g), sodium sulfide enneahydrate (64 g), ethanol (93 ml) and water (46 ml) and they were mixed, followed by stirring at 70° C. for 2.5 hours. Then, the mixture was cooled to room temperature. To this, toluene and water were added, followed by stirring. The organic layer was collected and washed with a saline solution, and then dried with sodium sulfate. This was filtrated and the filtrate was condensed to give 2-amino-3-me... The reactants are CNCCO, COc1ccc([N+](=O)[O-])cn1, O. The product is CN(CCO)c1ccc([N+](=O)[O-])cn1. Reaction SMILES: [CH3:12][NH:13][CH2:14][CH2:15][OH:16].[CH3:1][O:2][c:3]1[n:4][cH:5][c:6]([N+:9](=[O:10])[O-:11])[cH:7][cH:8]1.[OH2:17]>>[c:3]1([N:13]([CH3:12])[CH2:14][CH2:15][OH:16])[n:4][cH:5][c:6]([N+:9](=[O:10])[O-:11])[cH:7][cH:8]1. Reactants: CCCC[Sn](CCCC)(CCCC)COC, CCCC[N+](CCCC)(CCCC)CCCC, CN1CCCC1=O, [Cl-], COCc1ccc(C(=O)NCc2cc3ccc(OS(=O)(=O)C(F)(F)F)cc3o2)c(N)n1, c1ccc(P(c2ccccc2)(c2ccccc2)[Pd](P(c2ccccc2)(c2ccccc2)c2ccccc2)(P(c2ccccc2)(c2ccccc2)c2ccccc2)P(c2ccccc2)(c2ccccc2)c2ccccc2)cc1. The product is COCc1ccc2cc(CNC(=O)c3ccc(COC)nc3N)oc2c1. As a reaction SMILES: [CH2:32]([Sn:33]([CH2:34][CH2:35][CH2:36][CH3:40])([CH2:37][O:38][CH3:39])[CH2:41][CH2:42][CH2:43][CH3:44])[CH2:45][CH2:46][CH3:47].[CH2:49]([N+:50]([CH2:51][CH2:52][CH2:53][CH3:54])([CH2:55][CH2:56][CH2:57][CH3:58])[CH2:59][CH2:60][CH2:61][CH3:62])[CH2:63][CH2:64][CH3:65].[CH3:143][N:144]1[CH2:145][CH2:146][CH2:147][C:148]1=[O:149].[Cl-:48].[NH2:1][c:2]1[n:3][c:4]([CH2:29][O:30][CH3:31])[cH:5][cH:6][c:7]1[C:8](=[O:9])[NH:10][CH2:11][c:12]1[o:13][c:14]2[c:15]([cH:16]1)[cH:17][cH:18][c:19]([O:21][S:22]([C:23]([F:24])([F:25])[F:26])(=[O:27])=[O:28])[cH:20]2.[cH:66]1[cH:67][cH:68][c:69]([P:70]([Pd:71]([P:72]([c:73]2[cH:74][cH:75][cH:76][cH:77][cH:78]2)([c:79]2[cH:80][cH:81][cH:82][cH:83][cH:84]2)[c:85]2[cH:86][cH:87][cH:88][cH:89][cH:90]2)([P:91]([c:92]2[cH:93][cH:94][cH:95][cH:96][cH:97]2)([c:98]2[cH:99][cH:100][cH:101][cH:102][cH:103]2)[c:104]2[cH:105][cH:106][cH:107][cH:108][cH:109]2)[P:110]([c:111]2[cH:112][cH:113][cH:114][cH:115][cH:116]2)([c:117]2[cH:118][cH:119][cH:120][cH:121][cH:122]2)[c:123]2[cH:124][cH:125][cH:126][cH:127][cH:128]2)([c:129]2[cH:130][cH:131][cH:132][cH:133][cH:134]2)[c:135]2[cH:136][cH:137][cH:138][cH:139][cH:140]2)[cH:141][cH:142]1>>[NH2:1][c:2]1[n:3][c:4]([CH2:29][O:30][CH3:31])[cH:5][cH:6][c:7]1[C:8](=[O:9])[NH:10][CH2:11][c:12]1[o:13][c:14]2[c:15]([cH:16]1)[cH:17][cH:18][c:19]([CH2:37][O:38][CH3:39])[cH:20]2. Starting materials: C(=O)C(C(CC(=O)OC)C)(C)C (methyl 4-formyl-3,4-dimethyl-valerate), O=O (oxygen). Product: CC1CC(=O)OC1(C)C (β,γ,γ-trimethyl-γ-butyrolactone). Isolated yield 71.0%. RXN SMILES: [CH:1]([C:3]([CH3:12])(C)[CH:4]([CH3:10])[CH2:5][C:6]([O:8]C)=[O:7])=O.O=O>>[CH3:10][CH:4]1[C:3]([CH3:12])([CH3:1])[O:8][C:6](=[O:7])[CH2:5]1. Reported procedure: Using a method similar to Example 1, 172 parts of methyl 4-formyl-3,4-dimethyl-valerate are reacted with 80 parts of oxygen in the course of 4 hours. 91 parts (71% of theory) of β,γ,γ-trimethyl-γ-butyrolactone (boiling point 94°-96° C./16 mbar) are obtained.